Task: describe an organic reaction: reactants, conditions, products, and yield. Dataset: the Open Reaction Database (ORD), a public repository of structured organic reaction records The reactants are NCCCNC=1SC(=CN1)C=O (2-(3-Aminopropylamino)thiazole-5-carbaldehyde), CN1CCOCC1 (N-methylmorpholine), C(CCl)Cl (EDC), C[C@@H](C(=O)O)NC(=O)OC(C)(C)C (N-alpha-t-BOC-L-Alanine), ON1N=NC2=C1N=CC=C2 (1-hydroxy-7-azabenzotriazole). Solvent: C(Cl)Cl (CH2Cl2). Run at time 45 minute. Product: C(=O)C1=CN=C(S1)NCCCNC([C@H](C)NC(OC(C)(C)C)=O)=O ((S)-tert-Butyl 1-(3-(5-formylthiazol-2-ylamino)propylamino)-1-oxopropan-2-ylcarbamate). Isolated yield 76.2%. RXN SMILES: [NH2:1][CH2:2][CH2:3][CH2:4][NH:5][C:6]1[S:7][C:8]([CH:11]=[O:12])=[CH:9][N:10]=1.[CH3:13][C@H:14]([NH:18][C:19]([O:21][C:22]([CH3:25])([CH3:24])[CH3:23])=[O:20])[C:15](O)=[O:16].ON1C2N=CC=CC=2N=N1.CN1CCOCC1.C(Cl)CCl>C(Cl)Cl>[CH:11]([C:8]1[S:7][C:6]([NH:5][CH2:4][CH2:3][CH2:2][NH:1][C:15](=[O:16])[C@@H:14]([NH:18][C:19](=[O:20])[O:21][C:22]([CH3:24])([CH3:23])[CH3:25])[CH3:13])=[N:10][CH:9]=1)=[O:12]. Procedure details: Following the procedure as described in Example 24, except using the material from Example 68 (254 mg, 0.984 mmol), N-alpha-t-BOC-L-Alanine (201 mg, 1.06 mmol), 1-hydroxy-7-azabenzotriazole (70.0 mg, 0.514 mmol), CH2Cl2 (15 mL), N-methylmorpholine (224 μlit, 2.04 mmol), and EDC (229 mg, 1.21 mmol), and stirring at room temp for 45 min., 267.3 mg (76%) of the title compound is obtained as a yellow solid. Purification is done by BIOTAGE® Silica gel chromatography on a 25 g Thompson Single Step sil... Reactants: CC[O-].[Na+] (NaOEt), CCO (EtOH), CN1C(N(C(C1C)C1=CC=CC=C1)C(C[C@H](CC1=CC=C(C=C1)OC)C=1C=NC=CC1)=O)=O (3,4-dimethyl-1-[(S)-4-(4-methoxyphenyl)-3-(pyridin-3-yl)butanoyl]-5-phenylimidazolidin-2-one). The solvent is C1CCOC1 (THF). Reaction conditions: time 1 hour. Product: COC1=CC=C(C=C1)C[C@@H](CC(=O)OCC)C=1C=NC=CC1 (Ethyl (S)-4-(4-methoxyphenyl)-3-(pyridin-3-yl)butanoate). Yield: 71.0%. As a reaction SMILES: [CH3:1][CH2:2][O-].[Na+].CC[OH:7].CN1C(C)C(C2C=CC=CC=2)N([C:21](=[O:39])[CH2:22][C@@H:23]([C:33]2[CH:34]=[N:35][CH:36]=[CH:37][CH:38]=2)[CH2:24][C:25]2[CH:30]=[CH:29][C:28]([O:31][CH3:32])=[CH:27][CH:26]=2)C1=O>C1COCC1>[CH3:32][O:31][C:28]1[CH:27]=[CH:26][C:25]([CH2:24][C@H:23]([C:33]2[CH:34]=[N:35][CH:36]=[CH:37][CH:38]=2)[CH2:22][C:21]([O:39][CH2:1][CH3:2])=[O:7])=[CH:30][CH:29]=1 |f:0.1|. Reported procedure: A solution of 21% NaOEt in EtOH (18.4 mL, 56.88 mmole) was added to a solution of (4 R, 5 S)-3,4-dimethyl-1-[(S)-4-(4-methoxyphenyl)-3-(pyridin-3-yl)butanoyl]-5-phenylimidazolidin-2-one (19.408 g, 43.8 mmole) in THF (200 mL) at 0° C. The reaction was stirred for 1 hr, then was quenched with saturated NH4Cl and extracted with EtOAc (3×). The combined organic layers were dried (MgSO4) and concentrated. The residue was taken up in 1:1 EtOAc/hexanes and filtered, and the filtrate was filtered throug... Starting materials: CC(=O)Nc1nc2c(Oc3cc(-c4ccc(C(F)(F)F)cc4NCC4CCN(C(=O)OC(C)(C)C)CC4)ncn3)cccc2s1, ClCCl, O=C(O)C(F)(F)F. Product: CC(=O)Nc1nc2c(Oc3cc(-c4ccc(C(F)(F)F)cc4NCC4CCNCC4)ncn3)cccc2s1. RXN SMILES: [C:1]([O:2][C:3](=[O:4])[N:8]1[CH2:9][CH2:10][CH:11]([CH2:14][NH:15][c:16]2[c:17](-[c:26]3[n:27][cH:28][n:29][c:30]([O:32][c:33]4[cH:34][cH:35][cH:36][c:37]5[c:38]4[n:39][c:40]([NH:42][C:43]([CH3:44])=[O:45])[s:41]5)[cH:31]3)[cH:18][cH:19][c:20]([C:22]([F:23])([F:24])[F:25])[cH:21]2)[CH2:12][CH2:13]1)([CH3:5])([CH3:6])[CH3:7].[Cl:53][CH2:54][Cl:55].[OH:46][C:47]([C:48]([F:49])([F:50])[F:51])=[O:52]>>[NH:8]1[CH2:9][CH2:10][CH:11]([CH2:14][NH:15][c:16]2[c:17](-[c:26]3[n:27][cH:28][n:29][c:30]([O:32][c:33]4[cH:34][cH:35][cH:36][c:37]5[c:38]4[n:39][c:40]([NH:42][C:43]([CH3:44])=[O:45])[s:41]5)[cH:31]3)[cH:18][cH:19][c:20]([C:22]([F:23])([F:24])[F:25])[cH:21]2)[CH2:12][CH2:13]1. Solvent: liquid. Yields the product ClCCCN1C2=CC=CC=C2OC=2C=CC=CC12 (10-(3'-chloropropyl)-phenoxazine). The reactants are [NH2-].[Na+] (sodium amide), N (ammonia), C1=CC=CC=2OC3=CC=CC=C3NC12 (phenoxazine), BrCCCCl (1-bromo-3-chloropropane), N (ammonia). Reaction SMILES: [NH2-].[Na+].N.[CH:4]1[C:17]2[NH:16][C:15]3[C:10](=[CH:11][CH:12]=[CH:13][CH:14]=3)[O:9][C:8]=2[CH:7]=[CH:6][CH:5]=1.Br[CH2:19][CH2:20][CH2:21][Cl:22]>>[Cl:22][CH2:21][CH2:20][CH2:19][N:16]1[C:17]2[CH:4]=[CH:5][CH:6]=[CH:7][C:8]=2[O:9][C:10]2[C:15]1=[CH:14][CH:13]=[CH:12][CH:11]=2 |f:0.1|. Reaction conditions: time 30 minute. Reported procedure: To a suspension of sodium amide (1.72 g) in 100 ml of liquid ammonia, 7 g (0.038 mol) of phenoxazine was added. After stirring for 30 minutes, 6.3 g (0.04 mol., 3.96 mL) of 1-bromo-3-chloropropane was added slowly with constant stirring. After one more hour, ammonia was allowed to evaporate and solid ice pieces were added carefully followed by cold water. When the reaction ceased, the mixture was extracted three times with ether. The ether solution was washed three times with water, dried over a... Reactants: COc1ccc(P2(=S)SP(=S)(c3ccc(OC)cc3)S2)cc1, COc1ccccc1NC(=O)c1ccc(C)cc1, Cc1ccccc1, O. The product is COc1ccccc1NC(=S)c1ccc(C)cc1. As a reaction SMILES: [CH3:19][O:20][c:21]1[cH:22][cH:23][c:24]([P:25]2(=[S:28])[S:26][P:27]([c:29]3[cH:30][cH:31][c:32]([O:33][CH3:34])[cH:35][cH:36]3)(=[S:37])[S:38]2)[cH:39][cH:40]1.[CH3:1][c:2]1[cH:3][cH:4][c:5]([C:6](=[O:7])[NH:8][c:9]2[c:10]([O:15][CH3:16])[cH:11][cH:12][cH:13][cH:14]2)[cH:17][cH:18]1.[CH3:42][c:43]1[cH:44][cH:45][cH:46][cH:47][cH:48]1.[OH2:41]>>[CH3:1][c:2]1[cH:3][cH:4][c:5]([C:6]([NH:8][c:9]2[c:10]([O:15][CH3:16])[cH:11][cH:12][cH:13][cH:14]2)=[S:28])[cH:17][cH:18]1. The reactants are CO, Cl, NC1(C(=O)O)CCOCC1. Yields the product COC(=O)C1(N)CCOCC1. RXN SMILES: [CH3:12][OH:13].[ClH:11].[NH2:1][C:2]1([C:8](=[O:9])[OH:10])[CH2:3][CH2:4][O:5][CH2:6][CH2:7]1>>[NH2:1][C:2]1([C:8](=[O:9])[O:10][CH3:12])[CH2:3][CH2:4][O:5][CH2:6][CH2:7]1. Reactants: Cc1noc(C)c1S(=O)(=O)Cl, Cl, c1cc(-n2cnnn2)ncc1OCc1cnn(C2CCNCC2)n1. The product is Cc1noc(C)c1S(=O)(=O)N1CCC(n2ncc(COc3ccc(-n4cnnn4)nc3)n2)CC1. RXN SMILES: [CH3:26][c:27]1[n:28][o:29][c:30]([CH3:36])[c:31]1[S:32](=[O:33])(=[O:34])[Cl:35].[ClH:1].[NH:2]1[CH2:3][CH2:4][CH:5]([n:8]2[n:9][cH:10][c:11]([CH2:13][O:14][c:15]3[cH:16][cH:17][c:18](-[n:21]4[n:22][n:23][n:24][cH:25]4)[n:19][cH:20]3)[n:12]2)[CH2:6][CH2:7]1>>[N:2]1([S:32]([c:31]2[c:27]([CH3:26])[n:28][o:29][c:30]2[CH3:36])(=[O:33])=[O:34])[CH2:3][CH2:4][CH:5]([n:8]2[n:9][cH:10][c:11]([CH2:13][O:14][c:15]3[cH:16][cH:17][c:18](-[n:21]4[n:22][n:23][n:24][cH:25]4)[n:19][cH:20]3)[n:12]2)[CH2:6][CH2:7]1. Reactants: CC(C)(C#N)N=NC(C)(C)C#N (Vazo), C(C(=C)C)(=O)OC1(C2CC3CC(CC1C3)C2)C (2-methyl-2-adamantyl methacrylate), O=C1OCCC1OC(C(=C)C)=O (2-methyl-acrylic acid 2-oxo-tetrahydro-furan-3-yl ester), C(C=C)(=O)OC(C1=CC=CC2=CC=CC=C12)O (hydroxynaphthylmethyl acrylate). Run in C(C)#N.O1CCCC1 (acetonitrile tetrahydrofuran). Conditions: time 2 hour. The product is O1CCCC1.C(C)(C)OC(C)C (THF diisopropyl ether). As a reaction SMILES: CC(N=N[C:8]([C:11]#N)([CH3:10])C)(C#N)C.C([O:18][C:19]1(C)[CH:26]2[CH2:27][CH:22]3CC(CC1C3)C2)(=O)C(C)=C.O=[C:31]1[CH:35]([O:36]C(=O)C(C)=C)[CH2:34]CO1.C(OC(O)C1C2C(=CC=CC=2)C=CC=1)(=O)C=C>C(#N)C.O1CCCC1>[O:18]1[CH2:19][CH2:26][CH2:27][CH2:22]1.[CH:35]([O:36][CH:8]([CH3:10])[CH3:11])([CH3:31])[CH3:34] |f:4.5,6.7|. Procedure details: 0.039 mol of Vazo® 52 low-temperature polymerization initiator (E. I. du Pont de Nemours and Company) was added to a solution of 70.30 g (0.3 mol) 2-methyl-2-adamantyl methacrylate, 51.05 g (0.3 mol) 2-methyl-acrylic acid 2-oxo-tetrahydro-furan-3-yl ester, 34.23 g (0.15 mol) hydroxynaphthylmethyl acrylate and 22.40 g (0.039 mol) of the PAG formed in Example 1 in a 178 g acetonitrile:tetrahydrofuran 2:1 mixture. The monomers and initiator solution were degassed for 10 minutes. Under inert atmosph... The reactants are CC(C)(C)OC(=O)N1CCC(OC(N)=O)C1, ClCCl, CCOC(C)=O, Cl. The product is Cl, NC(=O)OC1CCNC1. RXN SMILES: [C:2]([O:3][C:4](=[O:5])[N:9]1[CH2:10][CH:11]([O:14][C:15]([NH2:16])=[O:17])[CH2:12][CH2:13]1)([CH3:6])([CH3:7])[CH3:8].[CH2:24]([Cl:25])[Cl:26].[CH3:18][CH2:19][O:20][C:21](=[O:22])[CH3:23].[ClH:1]>>[ClH:1].[NH:9]1[CH2:10][CH:11]([O:14][C:15]([NH2:16])=[O:17])[CH2:12][CH2:13]1.